From a dataset of the Open Reaction Database (ORD), a public repository of structured organic reaction records. describe an organic reaction: reactants, conditions, products, and yield Reactants: FC1=C(C(=O)O)C(=CC=C1)F (2,6-difluorobenzoic acid), N,N'-carbonyldiimidazole, NC1=NC2=NC(=CC=C2C=C1)OCCCN(C)C (2-amino-7-(3-dimethylaminopropoxy)-1,8-naphthyridine). The solvent is O (water). Run at temperature 4 celsius. Product: CN(CCCOC1=CC=C2C=CC(=NC2=N1)NC(C1=C(C=CC=C1F)F)=O)C (N-[7-(3-Dimethylaminopropoxy)-1,8-naphthyridin-2-yl]-2,6-difluorobenzamide). Isolated yield 38.9%. As a reaction SMILES: [F:1][C:2]1[CH:10]=[CH:9][CH:8]=[C:7]([F:11])[C:3]=1[C:4]([OH:6])=O.[NH2:12][C:13]1[CH:22]=[CH:21][C:20]2[C:15](=[N:16][C:17]([O:23][CH2:24][CH2:25][CH2:26][N:27]([CH3:29])[CH3:28])=[CH:18][CH:19]=2)[N:14]=1>O>[CH3:29][N:27]([CH3:28])[CH2:26][CH2:25][CH2:24][O:23][C:17]1[N:16]=[C:15]2[C:20]([CH:21]=[CH:22][C:13]([NH:12][C:4](=[O:6])[C:3]3[C:7]([F:11])=[CH:8][CH:9]=[CH:10][C:2]=3[F:1])=[N:14]2)=[CH:19][CH:18]=1. Procedure: The procedure is similar to that described in Example 1, but starting with 2,6-difluorobenzoic acid (11.3 g), N,N'-carbonyldiimidazole (12.9 g) and 2-amino-7-(3-dimethylaminopropoxy)-1,8-naphthyridine (11.8 g). The product obtained by precipitation in water followed by drying is dissolved in boiling acetone (450 cc). After 3 hours' cooling at 4° C., the crystallized solid is separated by filtration, washed with acetone (10 cc) and dried at 40° C. under reduced pressure (0.07 kPa). N-[7-(3-Dimeth...